This data is from the Open Reaction Database (ORD), a public repository of structured organic reaction records. The task is: describe an organic reaction: reactants, conditions, products, and yield Reactants: COC1=CC=C(C=CC=O)C=C1 (4-methoxycinnamaldehyde), C(C)(=O)NC(C(=O)OCC)C(=O)OCC (diethyl acetamidomalonate). Yields the product C(C)(=O)N1C(C(=O)OCC)(C(CC1)C1=CC=C(C=C1)OC)C(=O)OCC (N-Acetyl-2-ethoxycarbonyl-3-(4-methoxyphenyl)proline, ethyl ester). The yield is 79.5%. RXN SMILES: [CH3:1][O:2][C:3]1[CH:12]=[CH:11][C:6]([CH:7]=[CH:8][CH:9]=O)=[CH:5][CH:4]=1.[C:13]([NH:16][CH:17]([C:23]([O:25][CH2:26][CH3:27])=[O:24])[C:18]([O:20][CH2:21][CH3:22])=[O:19])(=[O:15])[CH3:14]>>[C:13]([N:16]1[CH2:9][CH2:8][CH:7]([C:6]2[CH:11]=[CH:12][C:3]([O:2][CH3:1])=[CH:4][CH:5]=2)[C:17]1([C:23]([O:25][CH2:26][CH3:27])=[O:24])[C:18]([O:20][CH2:21][CH3:22])=[O:19])(=[O:15])[CH3:14]. Procedure: N-Acetyl-2-ethoxycarbonyl-3-(4-methoxyphenyl)proline, ethyl ester (13 g, 72%) was prepared from 4-methoxycinnamaldehyde (Lancaster, 8.1 g, 50 mmol) and diethyl acetamidomalonate (Aldrich, 9.9 g, 45 mmol) by the procedure described by Chung et al (J. Org. Chem. 1990, 55, 270). The reactants are FC(CCC(=O)O)(F)F (4,4,4-trifluoro-butyric acid), C(CC)C1=C(O)C=CC=C1O (2-(n-propyl)resorcinol). Run in OS(=O)(=O)C(F)(F)F (triflic acid). The product is OC1=C(C(=C(C=C1)C(CCC(F)(F)F)=O)O)CCC (1,3-dihydroxy-2-(n-propyl)-4-(4,4,4-trifluorobutyryl)benzene). Reaction SMILES: [F:1][C:2]([F:9])([F:8])[CH2:3][CH2:4][C:5](O)=[O:6].[CH2:10]([C:13]1[C:19]([OH:20])=[CH:18][CH:17]=[CH:16][C:14]=1[OH:15])[CH2:11][CH3:12]>OS(C(F)(F)F)(=O)=O>[OH:15][C:14]1[CH:16]=[CH:17][C:18]([C:5](=[O:6])[CH2:4][CH2:3][C:2]([F:9])([F:8])[F:1])=[C:19]([OH:20])[C:13]=1[CH2:10][CH2:11][CH3:12]. Reported procedure: Using the procedure in Example 51, step 1, 4,4,4-trifluoro-butyric acid and 2-(n-propyl)resorcinol were condensed in triflic acid to form 1,3-dihydroxy-2-(n-propyl)-4-(4,4,4-trifluorobutyryl)benzene